Dataset: the Open Reaction Database (ORD), a public repository of structured organic reaction records. Task: describe an organic reaction: reactants, conditions, products, and yield Reactants: CC(=O)O, COC(=O)C1CCC(N)CC1O, Cc1cc(C)cc(C)c1. Yields the product O=C1NC2CCC1C(O)C2. As a reaction SMILES: [C:1]([OH:2])(=[O:3])[CH3:4].[CH3:5][O:6][C:7](=[O:8])[CH:9]1[CH:10]([OH:16])[CH2:11][CH:12]([NH2:15])[CH2:13][CH2:14]1.[c:17]1([CH3:18])[cH:19][c:20]([CH3:21])[cH:22][c:23]([CH3:24])[cH:25]1>>[O:6]=[C:7]1[CH:9]2[CH:10]([OH:16])[CH2:11][CH:12]([CH2:13][CH2:14]2)[NH:15]1. Reactants: ClC=1C=C(C=C(C1)Cl)N=C=O (3,5-dichlorophenyl isocyanate), N12CC(C(CC1)CC2)N (1-azabicyclo[2.2.2]octan-3-amine). Solvent: C1(=CC=CC=C1)C (toluene), C1CCOC1 (THF). Run at time 8 hour. The product is N12CC(C(CC1)CC2)NC(=O)NC2=CC(=CC(=C2)Cl)Cl (1-azabicyclo[2.2.2]octan-3-yl-N'-(3,5-dichlorophenyl)urea). As a reaction SMILES: [Cl:1][C:2]1[CH:3]=[C:4]([N:9]=[C:10]=[O:11])[CH:5]=[C:6]([Cl:8])[CH:7]=1.[N:12]12[CH2:19][CH2:18][CH:15]([CH2:16][CH2:17]1)[CH:14]([NH2:20])[CH2:13]2>C1(C)C=CC=CC=1.C1COCC1>[N:12]12[CH2:19][CH2:18][CH:15]([CH2:16][CH2:17]1)[CH:14]([NH:20][C:10]([NH:9][C:4]1[CH:3]=[C:2]([Cl:1])[CH:7]=[C:6]([Cl:8])[CH:5]=1)=[O:11])[CH2:13]2. Reported procedure: A solution of 3,5-dichlorophenyl isocyanate (1.88 g, 10 mmol) in toluene (20 ml) was added at 0° to 1-azabicyclo[2.2.2]octan-3-amine (3-aminoquinuclidine) (1.26 g, 10 mmol) in THF (40 ml). The mixture was stirred at room temperature overnight and evaporated to dryness. The residue was partitioned between ether and dilute hydrochloric acid. The aqueous phase was basified with potassium carbonate and extracted with ethyl acetate. The dried (Na2SO4)ethyl acetate phase was evaporated and the residue... Starting materials: tris(dibenzyllideneacetone)dipalladium, C1(=CC=CC=C1)[As](C1=CC=CC=C1)C1=CC=CC=C1 (triphenyl arsine), BrC=1C=2C=C3N(C2C=C(C1)F)CCC3CC(=O)OC ((+/−)-methyl (8-bromo-6-fluoro-2,3-dihydro-1H-pyrrolo[1,2-a]indol-1-yl)acetate), C(C)OC(=C)[Sn](CCCC)(CCCC)CCCC (1-ethoxyvinyltri-n-butyltin). The solvent is CN(C)C=O (DMF), CN(C)C=O (DMF). Run at temperature 90 celsius, time 12 hour. The product is C(C)(=O)C=1C=2C=C3N(C2C=C(C1)F)CCC3CC(=O)OC ((+/−)-Methyl (8-acetyl-6-fluoro-2,3-dihydro-1H-pyrrolo[1,2-a]indol-1-yl)acetate). The yield is 70.0%. RXN SMILES: C1([As](C2C=CC=CC=2)C2C=CC=CC=2)C=CC=CC=1.Br[C:21]1[C:22]2[CH:23]=[C:24]3[CH:33]([CH2:34][C:35]([O:37][CH3:38])=[O:36])[CH2:32][CH2:31][N:25]3[C:26]=2[CH:27]=[C:28]([F:30])[CH:29]=1.[CH2:39]([O:41]C([Sn](CCCC)(CCCC)CCCC)=C)[CH3:40]>CN(C=O)C>[C:39]([C:21]1[C:22]2[CH:23]=[C:24]3[CH:33]([CH2:34][C:35]([O:37][CH3:38])=[O:36])[CH2:32][CH2:31][N:25]3[C:26]=2[CH:27]=[C:28]([F:30])[CH:29]=1)(=[O:41])[CH3:40]. Procedure: A mixture of tris(dibenzyllideneacetone)dipalladium (281 mg, 0.3 mmol) and triphenyl arsine (367 mg, 1.2 mmol) in DMF (4 mL) was sonicated for 10 minutes and then degassed. A solution of (+/−)-methyl (8-bromo-6-fluoro-2,3-dihydro-1H-pyrrolo[1,2-a]indol-1-yl)acetate (Example 7, Step 8, 200 mg, 0.6 mmol) in 3 mL of DMF and 1-ethoxyvinyltri-n-butyltin (650 mg, 1.8 mmol) were added and the mixture was degassed. The reaction mixture was stirred at 90° C. for 12 hours and 1N HCl (4 mL) was added. The ... The reactants are C(C1=CC=CC=C1)OC=1C2=C(C=3CN(C(C3C1)=O)C(=O)OC(C)(C)C)O[C@]13[C@](C2)([C@H](CC[C@H]1C(C(CC3)=NN3CCOCC3)(C)C)C)C ((6aR,7S,9aS,13aS)-5-benzyloxy-2-(t-butoxycarbonyl)-2,3,6,6a,7,8,9,9a,10,11,12,13-dodecahydro-6a,7,10,10-tetramethyl-11-(1-oxa-4-azacyclohex-4-yl)imino-3-oxo-1H-benzo[8,8a][1]benzopyrano[2,3-e]isoindole), Cl.O1CCOCC1 (HCl dioxane), C(O)([O-])=O.[Na+] (sodium hydrogen carbonate). Conditions: time 1 hour. The product is C(C1=CC=CC=C1)OC=1C2=C(C=3CNC(C3C1)=O)O[C@]13[C@](C2)([C@H](CC[C@H]1C(C(CC3)=NN3CCOCC3)(C)C)C)C ((6aR,7S,9aS,13aS)-5-benzyloxy-2,3,6,6a,7,8,9,9a,10,11,12,13-dodecahydro-6a,7,10,10-tetramethyl-11-(1-oxa-4-azacyclohex-4-yl)imino-3-oxo-1H-benzo[8,8a][1]benzopyrano[2,3-e]isoindole). Isolated yield 100.4%. As a reaction SMILES: [CH2:1]([O:8][C:9]1[C:10]2[CH2:29][C@:28]3([CH3:48])[C@@H:30]([CH3:47])[CH2:31][CH2:32][C@H:33]4[C:34]([CH3:46])([CH3:45])[C:35](=[N:38][N:39]5[CH2:44][CH2:43][O:42][CH2:41][CH2:40]5)[CH2:36][CH2:37][C@@:27]34[O:26][C:11]=2[C:12]2[CH2:13][N:14](C(OC(C)(C)C)=O)[C:15](=[O:18])[C:16]=2[CH:17]=1)[C:2]1[CH:7]=[CH:6][CH:5]=[CH:4][CH:3]=1.Cl.O1CCOCC1.C(=O)([O-])O.[Na+]>>[CH2:1]([O:8][C:9]1[C:10]2[CH2:29][C@:28]3([CH3:48])[C@@H:30]([CH3:47])[CH2:31][CH2:32][C@H:33]4[C:34]([CH3:46])([CH3:45])[C:35](=[N:38][N:39]5[CH2:44][CH2:43][O:42][CH2:41][CH2:40]5)[CH2:36][CH2:37][C@@:27]34[O:26][C:11]=2[C:12]2[CH2:13][NH:14][C:15](=[O:18])[C:16]=2[CH:17]=1)[C:2]1[CH:3]=[CH:4][CH:5]=[CH:6][CH:7]=1 |f:1.2,3.4|. Procedure: To the above Compound (60) (265 mg, 0.40 mmol) was added 2.0 ml of 4N HCl/dioxane solution, and the mixture stirred for one hour at room temperature. The reaction mixture was made basic with 7% aqueous sodium hydrogen carbonate solution, and extracted with ethyl acetate. The extract was concentrated under reduced pressure. The residue was purified by a silica gel column chromatography (silica gel 10 g; ethyl acetate:methanol=97:3) to give 224 mg (100%) of Compound (61). Starting materials: Cc1ccccc1CCl, CCO, S=C1NC(c2ccccc2)C(c2ccccc2)N1. Product: Cl, Cc1ccccc1CSC1=NC(c2ccccc2)C(c2ccccc2)N1. Reaction SMILES: [CH3:19][c:20]1[c:21]([CH2:22][Cl:23])[cH:24][cH:25][cH:26][cH:27]1.[CH3:28][CH2:29][OH:30].[c:1]1([CH:7]2[NH:8][C:9](=[S:18])[NH:10][CH:11]2[c:12]2[cH:13][cH:14][cH:15][cH:16][cH:17]2)[cH:2][cH:3][cH:4][cH:5][cH:6]1>>[ClH:23].[c:1]1([CH:7]2[NH:8][C:9]([S:18][CH2:22][c:21]3[c:20]([CH3:19])[cH:27][cH:26][cH:25][cH:24]3)=[N:10][CH:11]2[c:12]2[cH:13][cH:14][cH:15][cH:16][cH:17]2)[cH:2][cH:3][cH:4][cH:5][cH:6]1.